From a dataset of the Open Reaction Database (ORD), a public repository of structured organic reaction records. describe an organic reaction: reactants, conditions, products, and yield Reactants: [H-].COCCO[Al+]OCCOC.[Na+].[H-] (sodium bis(2-methoxyethoxy)aluminum hydride), FC1=CC=C(C=C1)C1CC(=NO1)C=1C=C(C=CC1)C#CCO (3-(3-[4,5-dihydro-5-(4-fluorophenyl)isoxazol-3-yl]phenyl)-2-propyn-1-ol), Cl (HCl). The solvent is C1(=CC=CC=C1)C (toluene), CCOCC (ether). The product is FC1=CC=C(C=C1)C1CC(=NO1)C=1C=C(C=CC1)/C=C/CO ((E)-3-(3-[4,5-dihydro-5-(4-fluorophenyl)isoxazol-3-yl]phenyl)-2-propen-1-ol). The yield is 77.3%. Reaction SMILES: [F:1][C:2]1[CH:7]=[CH:6][C:5]([CH:8]2[O:12][N:11]=[C:10]([C:13]3[CH:14]=[C:15]([C:19]#[C:20][CH2:21][OH:22])[CH:16]=[CH:17][CH:18]=3)[CH2:9]2)=[CH:4][CH:3]=1.[H-].COCCO[Al+]OCCOC.[Na+].[H-].Cl>CCOCC.C1(C)C=CC=CC=1>[F:1][C:2]1[CH:3]=[CH:4][C:5]([CH:8]2[O:12][N:11]=[C:10]([C:13]3[CH:14]=[C:15](/[CH:19]=[CH:20]/[CH2:21][OH:22])[CH:16]=[CH:17][CH:18]=3)[CH2:9]2)=[CH:6][CH:7]=1 |f:1.2.3.4|. Procedure: The acetylenic alcohol product of Example 33, Step 2 (14, 2.2 g, 7.4 mmol) was dissolved in ether (20 ml) and treated dropwise with a solution of 3.2 ml of sodium bis(2-methoxyethoxy)aluminum hydride (Red-Al, 3.2 ml, 70% in toluene) in toluene (10 ml) under a nitrogen atmosphere. The reaction mixture was refluxed for 2 hours, allowed to cool to room temperature and then a solution of aqueous 1N HCl (50 ml) was carefully added. The mixture was filtered and insolubles washed with ethyl acetate and...